Dataset: the Open Reaction Database (ORD), a public repository of structured organic reaction records. Task: describe an organic reaction: reactants, conditions, products, and yield Starting materials: Cc1c(OC(=O)C(C)(C)C)cn2nc[nH]c(=O)c12, CC#N, CCOC(C)=O, CCN(C(C)C)C(C)C, O, O=P(Cl)(Cl)Cl. The product is Cc1c(OC(=O)C(C)(C)C)cn2ncnc(Cl)c12. Reaction SMILES: [C:1]([C:2]([CH3:3])([CH3:4])[CH3:5])(=[O:6])[O:7][c:8]1[c:9]([CH3:18])[c:10]2[c:11](=[O:17])[nH:12][cH:13][n:14][n:15]2[cH:16]1.[CH3:33][C:34]#[N:35].[CH3:36][CH2:37][O:38][C:39](=[O:40])[CH3:41].[CH:24]([N:25]([CH2:26][CH3:27])[CH:28]([CH3:29])[CH3:30])([CH3:31])[CH3:32].[OH2:42].[P:19]([Cl:20])([Cl:21])([Cl:22])=[O:23]>>[C:1]([C:2]([CH3:3])([CH3:4])[CH3:5])(=[O:6])[O:7][c:8]1[c:9]([CH3:18])[c:10]2[c:11]([Cl:21])[n:12][cH:13][n:14][n:15]2[cH:16]1. Reactants: [BH4-].[Na+] (sodium borohydride), ClCCCOC1=C(C=C(C=C1)C(C)=O)O (1-[4-(3-chloropropoxy)-3-hydroxyphenyl]ethanone), [Na] (sodium), [BH4-] (borohydride). Solvent: C(C)O.O1CCCC1 (ethanol tetrahydrofuran). Run at temperature 10 celsius, time 3 hour. Yields the product ClCCCOC1=C(C=C(C=C1)C(O)C)O (4-(3-chloropropoxy)-3-hydroxy-α-methylbenzene methanol). Yield: 54.6%. Reaction SMILES: [BH4-].[Na+].[Cl:3][CH2:4][CH2:5][CH2:6][O:7][C:8]1[CH:13]=[CH:12][C:11]([C:14](=[O:16])[CH3:15])=[CH:10][C:9]=1[OH:17].[Na].[BH4-]>C(O)C.O1CCCC1>[Cl:3][CH2:4][CH2:5][CH2:6][O:7][C:8]1[CH:13]=[CH:12][C:11]([CH:14]([CH3:15])[OH:16])=[CH:10][C:9]=1[OH:17] |f:0.1,5.6,^1:17|. Procedure details: To a flask charged with sodium borohydride (1.5 g, 39.4 mmol) under nitrogen and chilled to 10° C. was added, slowly, a solution of 1-[4-(3-chloropropoxy)-3-hydroxyphenyl]ethanone (6.0 g, 26.2 mmol) dissolved in ethanol-tetrahydrofuran (120 ml, 2:1). After total addition, the ice bath was removed and the reaction was stirred at ambient temperature for 3 hours. An additional amount of sodium a borohydride (0.2 g, 5.3 mmol) was carefully added. After stirring at ambient temperature for one hour, t... Starting materials: OC[C@]12CCC(C=C1CC[C@H]1[C@@H]3CCC([C@@]3(C)CC[C@H]21)=O)=O (19-Hydroxy-4-androstene-3,17-dione), C1(=C(C(=O)C(=C(C1=O)Cl)Cl)Cl)Cl (chloranil). The solvent is C(C)(C)(C)O (t-butanol). Yields the product OC[C@]12CCC(C=C1C=C[C@H]1[C@@H]3CCC([C@@]3(C)CC[C@H]21)=O)=O (19-hydroxy-4,6-androstadiene-3,17-dione). RXN SMILES: [OH:1][CH2:2][C@@:3]12[C@@H:20]3[C@H:11]([C@H:12]4[C@@:16]([CH2:18][CH2:19]3)([CH3:17])[C:15](=[O:21])[CH2:14][CH2:13]4)[CH2:10][CH2:9][C:8]1=[CH:7][C:6](=[O:22])[CH2:5][CH2:4]2.C1(Cl)C(=O)C(Cl)=C(Cl)C(=O)C=1Cl>C(O)(C)(C)C>[OH:1][CH2:2][C@@:3]12[C@@H:20]3[C@H:11]([C@H:12]4[C@@:16]([CH2:18][CH2:19]3)([CH3:17])[C:15](=[O:21])[CH2:14][CH2:13]4)[CH:10]=[CH:9][C:8]1=[CH:7][C:6](=[O:22])[CH2:5][CH2:4]2. Procedure: 19-Hydroxy-4-androstene-3,17-dione and chloranil are dissolved in t-butanol and rapidly brought to reflux. The t-butanol is removed by distillation at atmospheric pressure at such a rate so that the total reflux and distillation time equals one hour. The dark pasty residue is triturated with hot chloroform and cooled. The solid which remains is removed by filtration and the filtrate successively extracted with water, a 2% sodium hydroxide solution and again with water. The organic layer is dried... Reactants: CC(=O)[O-], ClCCCl, ClCCl, [Na+], CN(C)C=O, O=P(Cl)(Cl)Cl, O=C(Cn1nc(C(F)(F)F)c2c1CCCC2)Nc1cc2c(s1)CCCC2. Product: O=Cc1c(NC(=O)Cn2nc(C(F)(F)F)c3c2CCCC3)sc2c1CCCC2. As a reaction SMILES: [CH3:38][C:39](=[O:40])[O-:41].[Cl:42][CH2:43][CH2:44][Cl:45].[Cl:46][CH2:47][Cl:48].[Na+:37].[O:6]=[CH:7][N:8]([CH3:9])[CH3:10].[P:1]([Cl:2])([Cl:3])([Cl:4])=[O:5].[s:11]1[c:12]2[c:13]([cH:14][c:15]1[NH:16][C:17]([CH2:18][n:19]1[n:20][c:21]([C:28]([F:29])([F:30])[F:31])[c:22]3[c:27]1[CH2:26][CH2:25][CH2:24][CH2:23]3)=[O:32])[CH2:33][CH2:34][CH2:35][CH2:36]2>>[O:6]=[CH:7][c:14]1[c:13]2[c:12]([s:11][c:15]1[NH:16][C:17]([CH2:18][n:19]1[n:20][c:21]([C:28]([F:29])([F:30])[F:31])[c:22]3[c:27]1[CH2:26][CH2:25][CH2:24][CH2:23]3)=[O:32])[CH2:36][CH2:35][CH2:34][CH2:33]2. Reactants: BrC1=NC=CC=C1C=O (2-bromo-3-pyridine-carboxaldehyde), CO (methanol), [BH4-].[Na+] (sodium borohydride). Run in O (water). Product: BrC1=NC=CC=C1CO ((2-bromo-3-pyridyl)methanol). The yield is 98.3%. Reaction SMILES: [Br:1][C:2]1[C:7]([CH:8]=[O:9])=[CH:6][CH:5]=[CH:4][N:3]=1.CO.[BH4-].[Na+]>O>[Br:1][C:2]1[C:7]([CH2:8][OH:9])=[CH:6][CH:5]=[CH:4][N:3]=1 |f:2.3|. Reported procedure: To a 2 L round bottom flask (fitted with stir bar, under nitrogen and at 0° C.) containing 2-bromo-3-pyridine-carboxaldehyde (22.15 g, 119.08 mmol) and methanol (200 mL), is added sodium borohydride (1.35 g, 35.72 mmol) in three portions. After 1 h at 0° C. water (200 mL) is added and the reaction is concentrated under reduced pressure to remove the methanol. The resulting residue is dissolved in ethyl acetate and washed with water (200 mL). The organic extraction is washed with brine, dried ove... The product is CCOC(=O)C=Cc1ccc(NC(=O)CCl)c(O)c1. Reaction SMILES: [CH2:1]([CH3:2])[O:3][C:4]([CH:5]=[CH:6][c:7]1[cH:8][c:9]([OH:14])[c:10]([NH2:13])[cH:11][cH:12]1)=[O:15].[Cl:21][CH2:22][C:23](=[O:24])[Cl:25].[Cl:26][CH:27]([Cl:28])[Cl:29].[Na+:20].[O-:16][C:17]([OH:18])=[O:19]>>[CH2:1]([CH3:2])[O:3][C:4]([CH:5]=[CH:6][c:7]1[cH:8][c:9]([OH:14])[c:10]([NH:13][C:23]([CH2:22][Cl:21])=[O:24])[cH:11][cH:12]1)=[O:15]. The reactants are CCOC(=O)C=Cc1ccc(N)c(O)c1, O=C(Cl)CCl, ClC(Cl)Cl, [Na+], O=C([O-])O.